From a dataset of the Open Reaction Database (ORD), a public repository of structured organic reaction records. describe an organic reaction: reactants, conditions, products, and yield Starting materials: N(=O)[O-].[Na+] (sodium nitrite), S(O)(O)(=O)=O (sulphuric acid), NC1=CC=CC=2C(C3=CC=CC=C3C(C12)=O)=O (1-aminoanthraquinone), ice. Run at temperature 50 celsius. Yields the product S(=O)(=O)([O-])[O-].C1(=CC=CC=2C(C3=CC=CC=C3C(C12)=O)=O)[N+]#N.C1(=CC=CC=2C(C3=CC=CC=C3C(C12)=O)=O)[N+]#N (anthraquinone-1-diazonium sulphate). Reaction SMILES: [N:1]([O-])=O.[Na+].[NH2:5][C:6]1[C:19]2[C:18](=[O:20])[C:17]3[C:12](=[CH:13][CH:14]=[CH:15][CH:16]=3)[C:11](=[O:21])[C:10]=2[CH:9]=[CH:8][CH:7]=1.[S:22](=[O:26])(=[O:25])([OH:24])[OH:23]>>[S:22]([O-:26])([O-:25])(=[O:24])=[O:23].[C:6]1([N+:5]#[N:1])[C:19]2[C:18](=[O:20])[C:17]3[C:12](=[CH:13][CH:14]=[CH:15][CH:16]=3)[C:11](=[O:21])[C:10]=2[CH:9]=[CH:8][CH:7]=1.[C:6]1([N+:5]#[N:1])[C:19]2[C:18](=[O:20])[C:17]3[C:12](=[CH:13][CH:14]=[CH:15][CH:16]=3)[C:11](=[O:21])[C:10]=2[CH:9]=[CH:8][CH:7]=1 |f:0.1,4.5.6|. Reported procedure: To 150 cc of concentrated sulphuric acid were added under stirring 17 g of sodium nitrite over a period of 15 minutes. After a homogeneous solution had been obtained, there were added to it over a period of 1 hour 50 g of 1-aminoanthraquinone, maintaining the temperature at 30°-35° C. Thereupon, this mass was heated up to 50° C. for about 20 minutes; the homogeneous solution was then cooled down to 30° C. and poured slowly over 350 g of ice. The precipitated diazonium salt was then filtered, wel... Reactants: C1(=CC=CC=C1)P(C1=CC=CC=C1)C1=CC=CC=C1 (triphenylphosphine), BrN1C(CCC1=O)=O (N-bromosuccinimide), C(C)C1=CC=C(C=C1)CCCO (3-(4-ethylphenyl)-1-propanol). Solvent: C(Cl)Cl (methylene chloride). Reaction conditions: time 1 hour. Product: BrCCCC1=CC=C(C=C1)CC (1-(3-bromopropyl)-4-ethylbenzene). The yield is 83.0%. As a reaction SMILES: [CH2:1]([C:3]1[CH:8]=[CH:7][C:6]([CH2:9][CH2:10][CH2:11]O)=[CH:5][CH:4]=1)[CH3:2].C1(P(C2C=CC=CC=2)C2C=CC=CC=2)C=CC=CC=1.[Br:32]N1C(=O)CCC1=O>C(Cl)Cl>[Br:32][CH2:11][CH2:10][CH2:9][C:6]1[CH:7]=[CH:8][C:3]([CH2:1][CH3:2])=[CH:4][CH:5]=1. Procedure details: Compound 39-2 (1.97 g) was dissolved in methylene chloride (40 ml), triphenylphosphine (3.50 g) and N-bromosuccinimide (2.35 g) were added under ice-cooling, and the mixture was stirred under ice-cooling for 1 hr, and at room temperature for 1 hr. The reaction mixture was washed with water and saturated brine, and dried over anhydrous magnesium sulfate. The solvent was evaporated under reduced pressure. Diethyl ether (100 ml) was added, and the precipitated triphenylphosphine oxide was filtered ... Reactants: NC=1N(C(=NN1)S)C1=CC=C(C2=CC=C(C=C12)OC)C (5-amino-4-(7-methoxy-4-methylnaphthalen-1-yl)-4H-1,2,4-triazole-3-thiol), ClC=1C=C(C(=O)O)C=CC1NC(CCl)=O (3-chloro-4-(2-chloroacetamido)benzoic acid), O (Water). Solvent: CN(C)C=O (DMF). Conditions: temperature 50 celsius, time 18 hour. Product: NC=1N(C(=NN1)SCC(=O)NC1=C(C=C(C(=O)O)C=C1)Cl)C1=CC=C(C2=CC=C(C=C12)OC)C (4-[2-(5-amino-4-[7-methoxy-4-methylnaphthalen-1-yl]-4H-1,2,4-triazol-3-ylthio)acetamido]-3-chlorobenzoic acid). Isolated yield 87.2%. As a reaction SMILES: [NH2:1][C:2]1[N:3]([C:8]2[C:17]3[C:12](=[CH:13][CH:14]=[C:15]([O:18][CH3:19])[CH:16]=3)[C:11]([CH3:20])=[CH:10][CH:9]=2)[C:4]([SH:7])=[N:5][N:6]=1.[Cl:21][C:22]1[CH:23]=[C:24]([CH:28]=[CH:29][C:30]=1[NH:31][C:32](=[O:35])[CH2:33]Cl)[C:25]([OH:27])=[O:26].O>CN(C=O)C>[NH2:1][C:2]1[N:3]([C:8]2[C:17]3[C:12](=[CH:13][CH:14]=[C:15]([O:18][CH3:19])[CH:16]=3)[C:11]([CH3:20])=[CH:10][CH:9]=2)[C:4]([S:7][CH2:33][C:32]([NH:31][C:30]2[CH:29]=[CH:28][C:24]([C:25]([OH:27])=[O:26])=[CH:23][C:22]=2[Cl:21])=[O:35])=[N:5][N:6]=1. Procedure details: Compound 8 (200 mg, 0.7 mmol) and 3-chloro-4-(2-chloroacetamido)benzoic acid (9) (174 mg, 0.7 mmol) were dissolved in DMF (3 mL) and the mixture was stirred at 50° C. for 18 hours. Water was then added and the mixture extracted with ethyl acetate. The organic layer was separated, dried over sodium sulfate and concentrated to give 304 mg of 4-[2-(5-amino-4-[7-methoxy-4-methylnaphthalen-1-yl]-4H-1,2,4-triazol-3-ylthio)acetamido]-3-chlorobenzoic acid (10) which was used in the next step without fur... The reactants are Cn1c(N2CCN(CCCOc3cc(Cl)cc(Cl)c3)CC2)cc(=O)n(C)c1=O, Oc1cc(Cl)cc(Cl)c1, Oc1ccc(Cl)cc1. Product: Cn1c(N2CCN(CCCOc3cc(Cl)cc(Cl)c3)CC2)cc(=O)n(C)c1=O, Cl. As a reaction SMILES: [CH3:18][n:19]1[c:20](=[O:45])[n:21]([CH3:44])[c:22](=[O:43])[cH:23][c:24]1[N:25]1[CH2:26][CH2:27][N:28]([CH2:31][CH2:32][CH2:33][O:34][c:35]2[cH:36][c:37]([Cl:42])[cH:38][c:39]([Cl:41])[cH:40]2)[CH2:29][CH2:30]1.[Cl:9][c:10]1[cH:11][c:12]([OH:13])[cH:14][c:15]([Cl:16])[cH:17]1.[OH:1][c:2]1[cH:3][cH:4][c:5]([Cl:6])[cH:7][cH:8]1>>[CH3:18][n:19]1[c:20](=[O:45])[n:21]([CH3:44])[c:22](=[O:43])[cH:23][c:24]1[N:25]1[CH2:26][CH2:27][N:28]([CH2:31][CH2:32][CH2:33][O:34][c:35]2[cH:36][c:37]([Cl:42])[cH:38][c:39]([Cl:41])[cH:40]2)[CH2:29][CH2:30]1.[ClH:6]. The reactants are O=C(C1CC1)N1CCC(Cc2n[nH]c(=O)n2-c2ccc(Br)cc2F)C1, O=C([O-])[O-], Cl, Cc1ccc(B(O)O)cc1F, [K+], [K+], C1COCCO1, O. Product: Cc1ccc(-c2ccc(-n3c(CC4CCN(C(=O)C5CC5)C4)n[nH]c3=O)c(F)c2)cc1F. As a reaction SMILES: [Br:1][c:2]1[cH:3][c:4]([F:25])[c:5](-[n:8]2[c:9](=[O:24])[nH:10][n:11][c:12]2[CH2:13][CH:14]2[CH2:15][N:16]([C:19](=[O:20])[CH:21]3[CH2:22][CH2:23]3)[CH2:17][CH2:18]2)[cH:6][cH:7]1.[C:45](=[O:46])([O-:47])[O-:48].[ClH:38].[F:26][c:27]1[cH:28][c:29]([B:34]([OH:35])[OH:36])[cH:30][cH:31][c:32]1[CH3:33].[K+:49].[K+:50].[O:39]1[CH2:40][CH2:41][O:42][CH2:43][CH2:44]1.[OH2:37]>>[c:2]1(-[c:29]2[cH:28][c:27]([F:26])[c:32]([CH3:33])[cH:31][cH:30]2)[cH:3][c:4]([F:25])[c:5](-[n:8]2[c:9](=[O:24])[nH:10][n:11][c:12]2[CH2:13][CH:14]2[CH2:15][N:16]([C:19](=[O:20])[CH:21]3[CH2:22][CH2:23]3)[CH2:17][CH2:18]2)[cH:6][cH:7]1. Reactants: Cc1cc(C(CC2CCOCC2)c2ccc(S(=O)(=O)C3CC3)cc2)[nH]c1-c1ccc(C(C)O[Si](C)(C)C(C)(C)C)cn1, CCCC[N+](CCCC)(CCCC)CCCC, CCOC(C)=O, [F-], C1CCOC1. Yields the product Cc1cc(C(CC2CCOCC2)c2ccc(S(=O)(=O)C3CC3)cc2)[nH]c1-c1ccc(C(C)O)cn1. As a reaction SMILES: [C:1]([Si:2]([CH3:3])([CH3:4])[O:6][CH:7]([CH3:8])[c:9]1[cH:10][cH:11][c:12](-[c:15]2[nH:16][c:17]([CH:21]([CH2:22][CH:23]3[CH2:24][CH2:25][O:26][CH2:27][CH2:28]3)[c:29]3[cH:30][cH:31][c:32]([S:35](=[O:36])(=[O:37])[CH:38]4[CH2:39][CH2:40]4)[cH:33][cH:34]3)[cH:18][c:19]2[CH3:20])[n:13][cH:14]1)([CH3:5])([CH3:41])[CH3:42].[CH3:44][CH2:45][CH2:46][CH2:47][N+:48]([CH2:49][CH2:50][CH2:51][CH3:52])([CH2:53][CH2:54][CH2:55][CH3:56])[CH2:57][CH2:58][CH2:59][CH3:60].[CH3:66][CH2:67][O:68][C:69](=[O:70])[CH3:71].[F-:43].[O:61]1[CH2:62][CH2:63][CH2:64][CH2:65]1>>[OH:6][CH:7]([CH3:8])[c:9]1[cH:10][cH:11][c:12](-[c:15]2[nH:16][c:17]([CH:21]([CH2:22][CH:23]3[CH2:24][CH2:25][O:26][CH2:27][CH2:28]3)[c:29]3[cH:30][cH:31][c:32]([S:35](=[O:36])(=[O:37])[CH:38]4[CH2:39][CH2:40]4)[cH:33][cH:34]3)[cH:18][c:19]2[CH3:20])[n:13][cH:14]1. The reactants are COC=1C=C(C=CC1OC)C1CC(CC(C1)=O)=O (5-(3,4-Dimethoxyphenyl)cyclohexan-1,3-dione), Cl (hydrochloric acid), C(C)O (ethanol). Product: COC=1C=C(C=CC1OC)C1CC(=CC(C1)=O)OCC (5-(3,4-dimethoxyphenyl)-3-ethoxy-2-cyclohexen-1-one). The yield is 29.1%. Reaction SMILES: [CH3:1][O:2][C:3]1[CH:4]=[C:5]([CH:11]2[CH2:16][C:15](=[O:17])[CH2:14][C:13](=[O:18])[CH2:12]2)[CH:6]=[CH:7][C:8]=1[O:9][CH3:10].Cl.[CH2:20](O)[CH3:21]>>[CH3:1][O:2][C:3]1[CH:4]=[C:5]([CH:11]2[CH2:16][C:15](=[O:17])[CH:14]=[C:13]([O:18][CH2:20][CH3:21])[CH2:12]2)[CH:6]=[CH:7][C:8]=1[O:9][CH3:10]. Procedure: 5-(3,4-Dimethoxyphenyl)cyclohexan-1,3-dione (31.8 g) was suspended in ethanol (500 ml), and concentrated hydrochloric acid (20 ml) was added prior to reflux for 3 hours. After the reaction solvent was concentrated under reduced pressure, it was dissolved in chloroform and washed with saturated sodium bicarbonate water. After drying with anhydrous magnesium sulfate, the solvent was concentrated under reduced pressure producing crude crystals which were then washed with diethyl ether to give 10.3 ... Starting materials: FC1=C(C#N)C=C(C(=C1)C=O)F (2,5-difluoro-4-formylbenzonitrile), [BH4-].[Na+] (Sodium borohydride). The solvent is C(C)O (ethanol). Reaction conditions: temperature 2.5 celsius, time 5 hour. The product is FC1=C(C#N)C=C(C(=C1)CO)F (2,5-Difluoro-4-(hydroxymethyl)benzonitrile). As a reaction SMILES: [F:1][C:2]1[CH:9]=[C:8]([CH:10]=[O:11])[C:7]([F:12])=[CH:6][C:3]=1[C:4]#[N:5].[BH4-].[Na+]>C(O)C>[F:1][C:2]1[CH:9]=[C:8]([CH2:10][OH:11])[C:7]([F:12])=[CH:6][C:3]=1[C:4]#[N:5] |f:1.2|. Procedure: A solution of 2,5-difluoro-4-formylbenzonitrile (Preparation 20, 280 mg, 1.68 mmol) in ethanol (8 mL) was cooled to 0° C. in an ice/water bath. Sodium borohydride (63.4 mg, 1.68 mmol) was added and the reaction stirred at 0-5° C. for 5 hours. The mixture was quenched with aqueous hydrochloric acid (2 N, 20 mL) and extracted with EtOAc (25 mL). The organic layer was washed with saturated aqueous sodium bicarbonate (25 mL), dried over sodium sulphate, and concentrated in vacuo to afford the title ... Reactants: C(C=C)NC1CCCCC1 (N-allylcyclohexylamine), C[SiH](O[SiH](C)C)C (1,1,3,3-tetramethyldisiloxane). Reagents/catalysts: [H+].[H+].Cl[Pt-2](Cl)(Cl)(Cl)(Cl)Cl (hexachloroplatinic acid). Conditions: temperature 110 celsius, time 8 hour. Product: C1(CCCCC1)NCCC[Si](O[Si](C)(C)CCCNC1CCCCC1)(C)C (1,3-bis(N-cyclohexyl-3-aminopropyl)-1,1,3,3-tetramethyldisiloxane). As a reaction SMILES: [CH2:1]([NH:4][CH:5]1[CH2:10][CH2:9][CH2:8][CH2:7][CH2:6]1)[CH:2]=[CH2:3].[CH3:11][SiH:12]([CH3:17])[O:13][SiH:14]([CH3:16])[CH3:15]>[H+].[H+].Cl[Pt-2](Cl)(Cl)(Cl)(Cl)Cl>[CH:5]1([NH:4][CH2:1][CH2:2][CH2:3][Si:12]([CH3:17])([CH3:11])[O:13][Si:14]([CH2:3][CH2:2][CH2:1][NH:4][CH:5]2[CH2:10][CH2:9][CH2:8][CH2:7][CH2:6]2)([CH3:16])[CH3:15])[CH2:10][CH2:9][CH2:8][CH2:7][CH2:6]1 |f:2.3.4|. Reported procedure: Following the technique described in Example 1, N-allylcyclohexylamine (0.173 mole), 1,1,3,3-tetramethyldisiloxane (0.0783 mole), and 0.05 g hexachloroplatinic acid are stirred at 70° C. for eight hours at 110° C. under nitrogen. The product, in nearly quantitative yield, is purified by vacuum distillation at <1 torr at a temperature of 207°-210° C.